This data is from the Open Reaction Database (ORD), a public repository of structured organic reaction records. The task is: describe an organic reaction: reactants, conditions, products, and yield Reactants: BrCc1ccc(CBr)cc1, CCC(C)=O, [I-], [Na+], [Na+], [Na+], O=C([O-])[O-], CCCc1c(O)ccc(C(C)=O)c1O. Yields the product CCCc1c(OCc2ccc(CBr)cc2)ccc(C(C)=O)c1O. As a reaction SMILES: [Br:23][CH2:24][c:25]1[cH:26][cH:27][c:28]([CH2:31][Br:32])[cH:29][cH:30]1.[CH3:33][C:34]([CH2:35][CH3:36])=[O:37].[I-:22].[Na+:15].[Na+:16].[Na+:21].[O-:17][C:18](=[O:19])[O-:20].[OH:1][c:2]1[c:3]([C:12]([CH3:13])=[O:14])[cH:4][cH:5][c:6]([OH:11])[c:7]1[CH2:8][CH2:9][CH3:10]>>[OH:1][c:2]1[c:3]([C:12]([CH3:13])=[O:14])[cH:4][cH:5][c:6]([O:11][CH2:31][c:28]2[cH:27][cH:26][c:25]([CH2:24][Br:23])[cH:30][cH:29]2)[c:7]1[CH2:8][CH2:9][CH3:10]. The reactants are BrCc1ccccc1, O=C([O-])[O-], CCCc1c(C(=O)OCC)nc2ccccc2c1O, CC(C)=O, [K+], [K+]. Product: CCCc1c(C(=O)OCC)nc2ccccc2c1OCc1ccccc1. Reaction SMILES: [Br:26][CH2:27][c:28]1[cH:29][cH:30][cH:31][cH:32][cH:33]1.[C:20](=[O:21])([O-:22])[O-:23].[CH2:1]([CH2:2][CH3:3])[c:4]1[c:5]([C:15](=[O:16])[O:17][CH2:18][CH3:19])[n:6][c:7]2[cH:8][cH:9][cH:10][cH:11][c:12]2[c:13]1[OH:14].[CH3:34][C:35](=[O:36])[CH3:37].[K+:24].[K+:25]>>[CH2:1]([CH2:2][CH3:3])[c:4]1[c:5]([C:15](=[O:16])[O:17][CH2:18][CH3:19])[n:6][c:7]2[cH:8][cH:9][cH:10][cH:11][c:12]2[c:13]1[O:14][CH2:27][c:28]1[cH:29][cH:30][cH:31][cH:32][cH:33]1. RXN SMILES: [C:15]([CH3:16])(=[O:17])[O:18][CH2:19][c:20]1[c:21]([Br:27])[cH:22][cH:23][cH:24][c:25]1[Br:26].[C:1]1(=[O:14])[NH:2][CH2:3][CH2:4][c:5]2[c:6]1[s:7][c:8]1[c:9]2[CH2:10][CH2:11][CH2:12][CH2:13]1.[C:28](=[O:29])([O-:30])[O-:31].[CH2:43]1[O:44][CH2:45][CH2:46][O:47][CH2:48]1.[CH3:34][NH:35][CH2:36][CH2:37][NH:38][CH3:39].[Cs+:32].[Cs+:33].[Cu:40]([I:41])[I:42]>>[C:1]1(=[O:14])[N:2]([c:21]2[c:20]([CH2:19][O:18][C:15]([CH3:16])=[O:17])[c:25]([Br:26])[cH:24][cH:23][cH:22]2)[CH2:3][CH2:4][c:5]2[c:6]1[s:7][c:8]1[c:9]2[CH2:10][CH2:11][CH2:12][CH2:13]1. Yields the product CC(=O)OCc1c(Br)cccc1N1CCc2c(sc3c2CCCC3)C1=O. Reactants: CC(=O)OCc1c(Br)cccc1Br, O=C1NCCc2c1sc1c2CCCC1, O=C([O-])[O-], C1COCCO1, CNCCNC, [Cs+], [Cs+], I[Cu]I. Starting materials: Cc1c(C2CC2)nc2ccc([N+](=O)[O-])cn12, O=C(O)C1CCN(c2ccc(F)cc2)CC1. The product is Cc1c(C2CC2)nc2ccc(NC(=O)C3CCN(c4ccc(F)cc4)CC3)cn12. RXN SMILES: [CH:1]1([c:4]2[n:5][c:6]3[n:7]([cH:8][c:9]([N+:12]([O-:13])=[O:14])[cH:10][cH:11]3)[c:15]2[CH3:16])[CH2:2][CH2:3]1.[F:17][c:18]1[cH:19][cH:20][c:21]([N:24]2[CH2:25][CH2:26][CH:27]([C:30](=[O:31])[OH:32])[CH2:28][CH2:29]2)[cH:22][cH:23]1>>[CH:1]1([c:4]2[n:5][c:6]3[n:7]([cH:8][c:9]([NH:12][C:30]([CH:27]4[CH2:26][CH2:25][N:24]([c:21]5[cH:20][cH:19][c:18]([F:17])[cH:23][cH:22]5)[CH2:29][CH2:28]4)=[O:31])[cH:10][cH:11]3)[c:15]2[CH3:16])[CH2:2][CH2:3]1. Starting materials: Cl.Cl.NC=1C=C(C(=O)OC)C=CC1N (methyl 3,4-diaminobenzoate dihydrochloride), C(CCC)(=O)Cl (butyric acid chloride). The solvent is P(=O)(Cl)(Cl)Cl (phosphorus oxychloride). Product: COC(=O)C1=CC2=C(N=C(N2)CCC)C=C1 (Methyl-2-n-propyl-benzimidazole-5-carboxylate). As a reaction SMILES: Cl.Cl.[NH2:3][C:4]1[CH:5]=[C:6]([CH:11]=[CH:12][C:13]=1[NH2:14])[C:7]([O:9][CH3:10])=[O:8].[C:15](Cl)(=O)[CH2:16][CH2:17][CH3:18]>P(Cl)(Cl)(Cl)=O>[CH3:10][O:9][C:7]([C:6]1[CH:11]=[CH:12][C:13]2[N:14]=[C:15]([CH2:16][CH2:17][CH3:18])[NH:3][C:4]=2[CH:5]=1)=[O:8] |f:0.1.2|. Reported procedure: A solution of 23.9 g (100 mMol) of methyl 3,4-diaminobenzoate dihydrochloride and 11.7 g (110 mMol) of butyric acid chloride in 100 ml of phosphorus oxychloride is refluxed for 2 hours. Then about 80 ml of phosphorus oxychloride are distilled off and the residue is mixed with about 150 ml of water. The oily crude product precipitated is extracted three times with 50 ml of ethyl acetate and after evaporation purified by column chromatography (600 g of silica gel; eluant:methylene chloride/methano... Reactants: CC(=O)C1=C(C=CC(=C1)Br)O (5-bromo-2-hydroxy acetophenone), FC(C1=CC=C(C=C1)B(O)O)(F)F (4-(trifluoromethyl)phenylboronic acid), C([O-])([O-])=O.[K+].[K+] (potassium carbonate). Reagents/catalysts: C=1C=CC(=CC1)/C=C/C(=O)/C=C/C2=CC=CC=C2.C=1C=CC(=CC1)/C=C/C(=O)/C=C/C2=CC=CC=C2.C=1C=CC(=CC1)/C=C/C(=O)/C=C/C2=CC=CC=C2.[Pd].[Pd] (Tris(dibenzylideneacetone)dipalladium). Solvent: O1CCOCC1 (1,4-dioxane), O (water), C(C)(=O)OCC (ethyl acetate). Run at temperature 60 celsius. The product is OC1=C(C=C(C=C1)C1=CC=C(C=C1)C(F)(F)F)C(C)=O (1-[4-Hydroxy-4′-(trifluoromethyl)biphenyl-3-yl]ethanone). The yield is 162.7%. RXN SMILES: [CH3:1][C:2]([C:4]1[CH:9]=[C:8](Br)[CH:7]=[CH:6][C:5]=1[OH:11])=[O:3].[F:12][C:13]([F:24])([F:23])[C:14]1[CH:19]=[CH:18][C:17](B(O)O)=[CH:16][CH:15]=1.C(=O)([O-])[O-].[K+].[K+]>O1CCOCC1.O.C(OCC)(=O)C.C1C=CC(/C=C/C(/C=C/C2C=CC=CC=2)=O)=CC=1.C1C=CC(/C=C/C(/C=C/C2C=CC=CC=2)=O)=CC=1.C1C=CC(/C=C/C(/C=C/C2C=CC=CC=2)=O)=CC=1.[Pd].[Pd]>[OH:11][C:5]1[CH:6]=[CH:7][C:8]([C:17]2[CH:18]=[CH:19][C:14]([C:13]([F:24])([F:23])[F:12])=[CH:15][CH:16]=2)=[CH:9][C:4]=1[C:2](=[O:3])[CH3:1] |f:2.3.4,8.9.10.11.12|. Procedure: A mixture of 5-bromo-2-hydroxy acetophenone (1.00 g, 4.65 mmol), 4-(trifluoromethyl)phenylboronic acid (1.32 g, 6.97 mmol), potassium carbonate (1.30 g, 9.38 mmol), tetrakis(triphenylphosphine)palladium (0) (538 mg, 0.465 mmol) in 1,4-dioxane (30.0 mL) and water (18.0 mL) was heated to 60° C. for 18 hours under nitrogen. The reaction was allowed to cool to room temperature and concentrated in vacuo to afford a dark brown oil which was dissolved in ethyl acetate (50 mL) and filtered through Arboc...